Dataset: the Open Reaction Database (ORD), a public repository of structured organic reaction records. Task: describe an organic reaction: reactants, conditions, products, and yield Starting materials: C(C)(C)(C)OC(NCC(N1CSCC1)=O)=O ((2-Oxo-2-thiazolidin-3-yl-ethyl)-carbamic acid tert-butyl ester), Cl.O1CCOCC1 (HCl dioxane). Reaction conditions: temperature 25 celsius, time 2 hour. The product is Cl.NCC(O)N1CSCC1 (2-Amino-1thiazolidin-3-yl-ethanol hydrochloride). RXN SMILES: C(OC(=O)[NH:7][CH2:8][C:9](=[O:15])[N:10]1[CH2:14][CH2:13][S:12][CH2:11]1)(C)(C)C.[ClH:17].O1CCOCC1>>[ClH:17].[NH2:7][CH2:8][CH:9]([N:10]1[CH2:14][CH2:13][S:12][CH2:11]1)[OH:15] |f:1.2,3.4|. Procedure details: (2-Oxo-2-thiazolidin-3-yl-ethyl)-carbamic acid tert-butyl ester (5.41 g, 22 mmol) was dissolved in 4M HCl-dioxane (80 mL) at 0° C. The resulting solution was stirred at 25° C. for 2 hours, concentrated and the residue triturated with ether. Yield, 3.9 g, 97%. Reactants: [N-](C#N)C#N.[Na+] (sodium dicyanamide), C(CC#N)#N (malononitrile), CC(CC)O (2-butanol). Solvent: CN(C(C)=O)C (N,N-dimethylacetamide), CN(C(C)=O)C (N,N-dimethylacetamide). Reaction conditions: temperature 147 celsius, time 15 minute. Yields the product NC(=C(C#N)C#N)NC#N (1-amino-1-cyanamido-2,2-dicyanoethylene). Yield: 108.9%. Reaction SMILES: [N-:1]([C:4]#[N:5])[C:2]#[N:3].[Na+].[C:7](#[N:11])[CH2:8][C:9]#[N:10].CC(O)CC>CN(C)C(=O)C>[NH2:3][C:2]([NH:1][C:4]#[N:5])=[C:8]([C:7]#[N:11])[C:9]#[N:10] |f:0.1|. Reported procedure: To a 1 liter flask is charged 89 gm(1.0 mole) of sodium dicyanamide and 282 ml of N,N-dimethylacetamide. The stirred mixture is heated to 147° C. and 72.6 gm (1.1 mole) of malononitrile in 72.6 gm of N,N-dimethylacetamide is added dropwise over 2 hours and 25 minutes. The mixture is stirred at 147° C. for an additional 3 hours and 15 minutes; then cooled to 60° C. Next the reaction mixture is charged to a 2 liter flask containing 1276 gm of 2-butanol and stirred overnight at room temperature. Th... The reactants are CC1(CN(C1)CC1=NC=C(C=C1)[N+](=O)[O-])O (3-Methyl-1-(5-nitro-pyridin-2-ylmethyl)azetidin-3-ol). Reagents/catalysts: [Pd] (Pd/C). Solvent: CO (MeOH). Yields the product NC=1C=CC(=NC1)CN1CC(C1)(O)C (1-(5-Amino-pyridin-2-ylmethyl)-3-methyl-azetidin-3-ol). RXN SMILES: [CH3:1][C:2]1([OH:16])[CH2:5][N:4]([CH2:6][C:7]2[CH:12]=[CH:11][C:10]([N+:13]([O-])=O)=[CH:9][N:8]=2)[CH2:3]1>CO.[Pd]>[NH2:13][C:10]1[CH:11]=[CH:12][C:7]([CH2:6][N:4]2[CH2:3][C:2]([CH3:1])([OH:16])[CH2:5]2)=[N:8][CH:9]=1. Procedure details: To a stirred solution of 53 (0.35 g, 2.2 mmol) in MeOH (6 mL) was added 10% Pd/C (50 mg) and hydrogenated using a balloon for 2 h at rt. The reaction mixture was filtered through a pad of Celite and concentrated to give the desired amine A4-18 (0.3 g, 69%) as a gummy liquid. Rf: 0.1 (10% MeOH/DCM); (m/z): 194 [MH]+; 1H NMR (400 MHz, DMSO-d6): δ 7.82 (1H, d, J=2.8 Hz), 6.95 (1H, d, J=8.4 Hz), 6.86 (1H, dd, J=8.4, 2.4 Hz), 5.12-5.10 (2H, m), 4.08 (1H, br s), 3.48 (2H, s), 3.16-3.14 (4H, m), 1.33 (... Starting materials: O (water), [OH-].[Na+] (sodium hydroxide), O (water), C(C)OC(=O)C=1C(=NN2C1C=CC=C2)C(C)(C)O (2-(1-hydroxy-1-methyl-ethyl)-pyrazolo[1,5-a]pyridine-3-carboxylic acid ethyl ester), [H-].[Al+3].[Li+].[H-].[H-].[H-] (lithium aluminum hydride). Run in O1CCCC1 (tetrahydrofuran). Conditions: time 16 hour. Product: OCC=1C(=NN2C1C=CC=C2)C(C)(C)O (2-(3-hydroxymethyl-pyrazolo[1,5-a]pyridin-2-yl)-propan-2-ol). Isolated yield 117.3%. Reaction SMILES: C([O:3][C:4]([C:6]1[C:7]([C:15]([OH:18])([CH3:17])[CH3:16])=[N:8][N:9]2[CH:14]=[CH:13][CH:12]=[CH:11][C:10]=12)=O)C.[H-].[Al+3].[Li+].[H-].[H-].[H-].O.[OH-].[Na+]>O1CCCC1>[OH:3][CH2:4][C:6]1[C:7]([C:15]([OH:18])([CH3:16])[CH3:17])=[N:8][N:9]2[CH:14]=[CH:13][CH:12]=[CH:11][C:10]=12 |f:1.2.3.4.5.6,8.9|. Reported procedure: To a solution of 2-(1-hydroxy-1-methyl-ethyl)-pyrazolo[1,5-a]pyridine-3-carboxylic acid ethyl ester (1.54 g, 6.20 mmol) in tetrahydrofuran (25 mL) at 0° C. was added lithium aluminum hydride (0.27 g, 6.88 mmol). The mixture was allowed to warm to room temperature and stirred for 16 h. The reaction was cooled in an ice bath and 0.27 mL of water, 0.27 mL of 15% aqueous sodium hydroxide and 0.81 mL of water were sequentially added. The mixture was filtered through a plug of Celite, which was washed...